From a dataset of the Open Reaction Database (ORD), a public repository of structured organic reaction records. describe an organic reaction: reactants, conditions, products, and yield The reactants are O=C(Cl)c1ccc(Br)cc1, CCc1ccc(C(=O)Cl)cc1, COc1ccccc1CCl, O=C(Cl)c1ccccc1Cl, O=C(Cl)c1ccccc1F, O=C(Cl)c1ccc(F)cc1, O=C(Cl)c1cccc(F)c1, O=C(Cl)c1ccc(C(F)(F)F)cc1, O=C(Cl)c1ccccc1I, O=C(Cl)c1ccc(I)cc1, O=C(Cl)c1ccc([N+](=O)[O-])cc1, O=C(Cl)c1ccccc1[N+](=O)[O-], Cc1ccccc1Cl, Cc1ccc(Cl)cc1. Product: O=C(Cl)c1ccccc1. Reaction SMILES: [Br:41][c:42]1[cH:43][cH:44][c:45]([C:46]([Cl:47])=[O:48])[cH:49][cH:50]1.[CH2:112]([c:113]1[cH:114][cH:115][c:116]([C:117]([Cl:118])=[O:119])[cH:120][cH:121]1)[CH3:122].[CH2:64]([Cl:65])[c:66]1[c:67]([O:68][CH3:69])[cH:70][cH:71][cH:72][cH:73]1.[Cl:82][c:83]1[cH:84][cH:85][cH:86][cH:87][c:88]1[C:89]([Cl:90])=[O:91].[F:123][c:124]1[cH:125][cH:126][cH:127][cH:128][c:129]1[C:130]([Cl:131])=[O:132].[F:1][c:2]1[cH:3][cH:4][c:5]([C:6](=[O:7])[Cl:8])[cH:9][cH:10]1.[F:31][c:32]1[cH:33][c:34]([C:38]([Cl:39])=[O:40])[cH:35][cH:36][cH:37]1.[F:51][C:52]([F:53])([F:54])[c:55]1[cH:56][cH:57][c:58]([C:59]([Cl:60])=[O:61])[cH:62][cH:63]1.[I:102][c:103]1[cH:104][cH:105][cH:106][cH:107][c:108]1[C:109]([Cl:110])=[O:111].[I:92][c:93]1[cH:94][cH:95][c:96]([C:97]([Cl:98])=[O:99])[cH:100][cH:101]1.[N+:11]([c:12]1[cH:13][cH:14][c:15]([C:16]([Cl:17])=[O:18])[cH:19][cH:20]1)([O-:21])=[O:22].[N+:133]([c:134]1[cH:135][cH:136][cH:137][cH:138][c:139]1[C:140]([Cl:141])=[O:142])([O-:143])=[O:144].[c:23]1([CH3:24])[c:25]([Cl:26])[cH:27][cH:28][cH:29][cH:30]1.[c:74]1([CH3:75])[cH:76][cH:77][c:78]([Cl:79])[cH:80][cH:81]1>>[cH:2]1[cH:3][cH:4][c:5]([C:6](=[O:7])[Cl:8])[cH:9][cH:10]1. The reactants are COC=1C=C2CCCC2=CC1S(N)(=O)=O (5-methoxy-6-sulfamoylindane), COC(N(C)C)OC (dimethylformamide dimethylacetal). Product: COC=1C=C2CCCC2=CC1S(=O)(=O)N=CN(C)C (5-Methoxy-6-dimethylaminomethyleneaminosulfonylindane). Reaction SMILES: [CH3:1][O:2][C:3]1[CH:4]=[C:5]2[C:9](=[CH:10][C:11]=1[S:12](=[O:15])(=[O:14])[NH2:13])[CH2:8][CH2:7][CH2:6]2.CO[CH:18](OC)[N:19]([CH3:21])[CH3:20]>>[CH3:1][O:2][C:3]1[CH:4]=[C:5]2[C:9](=[CH:10][C:11]=1[S:12]([N:13]=[CH:18][N:19]([CH3:21])[CH3:20])(=[O:15])=[O:14])[CH2:8][CH2:7][CH2:6]2. Procedure: This compound is prepared analogously to Example 1 c from 5-methoxy-6-sulfamoylindane and dimethylformamide dimethylacetal. Starting materials: C1COCCN1, COc1ccc(Nc2cc(N3CCOCC3)nc(-c3cnc(N)nc3OC)n2)cn1, CN1CCCC1=O. Yields the product COc1ccc(Nc2cc(N3CCOCC3)nc(-c3cnc(N)[nH]c3=O)n2)cn1. As a reaction SMILES: [CH2:31]1[NH:32][CH2:33][CH2:34][O:35][CH2:36]1.[CH3:1][O:2][c:3]1[n:4][c:5]([NH2:30])[n:6][cH:7][c:8]1-[c:9]1[n:10][c:11]([N:24]2[CH2:25][CH2:26][O:27][CH2:28][CH2:29]2)[cH:12][c:13]([NH:15][c:16]2[cH:17][n:18][c:19]([O:22][CH3:23])[cH:20][cH:21]2)[n:14]1.[CH3:37][N:38]1[CH2:39][CH2:40][CH2:41][C:42]1=[O:43]>>[O:2]=[c:3]1[nH:4][c:5]([NH2:30])[n:6][cH:7][c:8]1-[c:9]1[n:10][c:11]([N:24]2[CH2:25][CH2:26][O:27][CH2:28][CH2:29]2)[cH:12][c:13]([NH:15][c:16]2[cH:17][n:18][c:19]([O:22][CH3:23])[cH:20][cH:21]2)[n:14]1. Starting materials: CN(C)P(=O)(N(C)C)N(C)C, CN(C)P(=O)(N(C)C)N(C)C, CC(C)[N-]C(C)C, O=C(O)Cc1ccc(C(F)(F)F)cc1, ICC1CCCC1, [Li+], C1CCOC1. The product is O=C(O)C(CC1CCCC1)c1ccc(C(F)(F)F)cc1. As a reaction SMILES: [CH3:30][N:31]([CH3:32])[P:33]([N:34]([CH3:35])[CH3:36])([N:37]([CH3:38])[CH3:39])=[O:40].[CH3:46][N:47]([P:48]([N:49]([CH3:50])[CH3:51])([N:52]([CH3:53])[CH3:54])=[O:55])[CH3:56].[CH:1]([N-:2][CH:3]([CH3:4])[CH3:5])([CH3:6])[CH3:7].[F:9][C:10]([c:11]1[cH:12][cH:13][c:14]([CH2:17][C:18](=[O:19])[OH:20])[cH:15][cH:16]1)([F:21])[F:22].[I:23][CH2:24][CH:25]1[CH2:26][CH2:27][CH2:28][CH2:29]1.[Li+:8].[O:41]1[CH2:42][CH2:43][CH2:44][CH2:45]1>>[F:9][C:10]([c:11]1[cH:12][cH:13][c:14]([CH:17]([C:18](=[O:19])[OH:20])[CH2:24][CH:25]2[CH2:26][CH2:27][CH2:28][CH2:29]2)[cH:15][cH:16]1)([F:21])[F:22]. Reactants: CC(C)(C)S(N)=O, CCOC(C)=O, [Cu+2], O=Cc1ccc(F)cn1, O=S(=O)([O-])[O-], C1CCOC1. Yields the product CC(C)(C)S(=O)N=Cc1ccc(F)cn1. RXN SMILES: [CH3:10][C:11]([CH3:12])([CH3:13])[S:14](=[O:15])[NH2:16].[CH3:17][CH2:18][O:19][C:20](=[O:21])[CH3:22].[Cu+2:28].[F:1][c:2]1[cH:3][cH:4][c:5]([CH:8]=[O:9])[n:6][cH:7]1.[O-:29][S:30](=[O:31])(=[O:32])[O-:33].[O:23]1[CH2:24][CH2:25][CH2:26][CH2:27]1>>[F:1][c:2]1[cH:3][cH:4][c:5]([CH:8]=[N:16][S:14]([C:11]([CH3:10])([CH3:12])[CH3:13])=[O:15])[n:6][cH:7]1. The reactants are CCOC(C)N(C)Cc1ccccc1, CCN(C=O)C(C)OC, CCNCc1ccccc1, CCOCCBr, CCO. The product is CCOC(C)N(CC)Cc1ccccc1. RXN SMILES: [CH2:10]([CH3:11])[O:12][CH:13]([CH3:14])[N:15]([CH3:16])[CH2:17][c:18]1[cH:19][cH:20][cH:21][cH:22][cH:23]1.[CH2:1]([N:2]([CH:3]([O:4][CH3:5])[CH3:6])[CH:7]=[O:8])[CH3:9].[CH2:24]([NH:25][CH2:26][c:27]1[cH:28][cH:29][cH:30][cH:31][cH:32]1)[CH3:33].[CH2:34]([O:35][CH2:36][CH2:37][Br:38])[CH3:39].[CH3:40][CH2:41][OH:42]>>[CH3:1][CH2:16][N:15]([CH:13]([O:12][CH2:10][CH3:11])[CH3:14])[CH2:17][c:18]1[cH:19][cH:20][cH:21][cH:22][cH:23]1. Starting materials: CC(=O)CCNc1ccc(I)cn1, [Cl-], C[Sn](C)(C)c1ccc(C2COC(c3c(F)cccc3F)=N2)cc1, [Li+], C1COCCO1, c1ccc(P(c2ccccc2)(c2ccccc2)[Pd](P(c2ccccc2)(c2ccccc2)c2ccccc2)(P(c2ccccc2)(c2ccccc2)c2ccccc2)P(c2ccccc2)(c2ccccc2)c2ccccc2)cc1. The product is CC(=O)CCNc1ccc(-c2ccc(C3COC(c4c(F)cccc4F)=N3)cc2)cn1. As a reaction SMILES: [C:24]([CH3:25])(=[O:26])[CH2:27][CH2:28][NH:29][c:30]1[n:31][cH:32][c:33]([I:36])[cH:34][cH:35]1.[Cl-:38].[F:1][c:2]1[c:3]([C:9]2=[N:13][CH:12]([c:14]3[cH:15][cH:16][c:17]([Sn:20]([CH3:21])([CH3:22])[CH3:23])[cH:18][cH:19]3)[CH2:11][O:10]2)[c:4]([F:8])[cH:5][cH:6][cH:7]1.[Li+:37].[O:39]1[CH2:40][CH2:41][O:42][CH2:43][CH2:44]1.[cH:45]1[cH:46][cH:47][c:48]([P:49]([Pd:50]([P:51]([c:52]2[cH:53][cH:54][cH:55][cH:56][cH:57]2)([c:58]2[cH:59][cH:60][cH:61][cH:62][cH:63]2)[c:64]2[cH:65][cH:66][cH:67][cH:68][cH:69]2)([P:70]([c:71]2[cH:72][cH:73][cH:74][cH:75][cH:76]2)([c:77]2[cH:78][cH:79][cH:80][cH:81][cH:82]2)[c:83]2[cH:84][cH:85][cH:86][cH:87][cH:88]2)[P:89]([c:90]2[cH:91][cH:92][cH:93][cH:94][cH:95]2)([c:96]2[cH:97][cH:98][cH:99][cH:100][cH:101]2)[c:102]2[cH:103][cH:104][cH:105][cH:106][cH:107]2)([c:108]2[cH:109][cH:110][cH:111][cH:112][cH:113]2)[c:114]2[cH:115][cH:116][cH:117][cH:118][cH:119]2)[cH:120][cH:121]1>>[F:1][c:2]1[c:3]([C:9]2=[N:13][CH:12]([c:14]3[cH:15][cH:16][c:17](-[c:33]4[cH:32][n:31][c:30]([NH:29][CH2:28][CH2:27][C:24]([CH3:25])=[O:26])[cH:35][cH:34]4)[cH:18][cH:19]3)[CH2:11][O:10]2)[c:4]([F:8])[cH:5][cH:6][cH:7]1.